This data is from the Open Reaction Database (ORD), a public repository of structured organic reaction records. The task is: describe an organic reaction: reactants, conditions, products, and yield Yields the product Clc1ccc(-c2cc3ncc(Cl)n3c(Cl)n2)c(Cl)c1. The reactants are CCOC(C)=O, ClC(Cl)Cl, O=C1CCC(=O)N1Cl, Clc1ccc(-c2cc3nccn3c(Cl)n2)c(Cl)c1, O. Reaction SMILES: [CH3:31][CH2:32][O:33][C:34](=[O:35])[CH3:36].[CH:27]([Cl:28])([Cl:29])[Cl:30].[Cl:19][N:20]1[C:21](=[O:22])[CH2:23][CH2:24][C:25]1=[O:26].[Cl:1][c:2]1[n:3][c:4](-[c:11]2[c:12]([Cl:18])[cH:13][c:14]([Cl:17])[cH:15][cH:16]2)[cH:5][c:6]2[n:7]1[cH:8][cH:9][n:10]2.[OH2:37]>>[Cl:1][c:2]1[n:3][c:4](-[c:11]2[c:12]([Cl:18])[cH:13][c:14]([Cl:17])[cH:15][cH:16]2)[cH:5][c:6]2[n:7]1[c:8]([Cl:19])[cH:9][n:10]2. The reactants are N1CCCCC1 (piperidine), NC1=C(C(=O)C2=CC=CC=C2)C=C(C=C1)Cl (2-amino-5-chlorobenzophenone), BrC=1C=C(C=NC1)CC(=O)O (5-bromo-3-pyridineacetic acid), Cl.CN(CCCN=C=NCC)C (1-[3-(dimethylamino)propyl]-3-ethylcarbodiimide hydrochloride). The solvent is C1(=CC=CC=C1)C (Toluene), C(Cl)Cl (DCM), C(Cl)Cl (DCM). Conditions: temperature 100 celsius, time 2 hour. Product: BrC=1C=C(C=NC1)C=1C(NC2=CC=C(C=C2C1C1=CC=CC=C1)Cl)=O (3-(5-bromo-pyridin-3-yl)-6-chloro-4-phenyl-1H-quinolin-2-one). Isolated yield 69.2%. As a reaction SMILES: [NH2:1][C:2]1[CH:15]=[CH:14][C:13]([Cl:16])=[CH:12][C:3]=1[C:4]([C:6]1[CH:11]=[CH:10][CH:9]=[CH:8][CH:7]=1)=O.[Br:17][C:18]1[CH:19]=[C:20]([CH2:24][C:25](O)=[O:26])[CH:21]=[N:22][CH:23]=1.Cl.CN(C)CCCN=C=NCC.N1CCCCC1>C(Cl)Cl.C1(C)C=CC=CC=1>[Br:17][C:18]1[CH:19]=[C:20]([C:24]2[C:25](=[O:26])[NH:1][C:2]3[C:3]([C:4]=2[C:6]2[CH:11]=[CH:10][CH:9]=[CH:8][CH:7]=2)=[CH:12][C:13]([Cl:16])=[CH:14][CH:15]=3)[CH:21]=[N:22][CH:23]=1 |f:2.3|. Reported procedure: A solution of 2-amino-5-chlorobenzophenone (230 mg, 1.00 mmol), 5-bromo-3-pyridineacetic acid (215 mg, 1.00 mmol) and 1-[3-(dimethylamino)propyl]-3-ethylcarbodiimide hydrochloride (EDCI) (230 mg; 1.20 mmol) in DCM (2.5 mL) was stirred overnight at room temperature. Toluene (2.5 mL) and piperidine (0.2 mL) were then added and the resulting solution was heated to approximately 100° C., allowing the DCM to evaporate from the reaction mixture. After 2 h, the reaction was allowed to cool and stirring... The reactants are C1=COC(=N1)N, C1=CN=C(C=C1Cl)Br. The reagents and catalysts are C1=CC=C(C=C1)[O-].[Na+], CC1(C2=C(C(=CC=C2)P(C3=CC=CC=C3)C4=CC=CC=C4)OC5=C1C=CC=C5P(C6=CC=CC=C6)C7=CC=CC=C7)C, C1=CC=C(C=C1)/C=C/C(=O)/C=C/C2=CC=CC=C2.C1=CC=C(C=C1)/C=C/C(=O)/C=C/C2=CC=CC=C2.C1=CC=C(C=C1)/C=C/C(=O)/C=C/C2=CC=CC=C2.[Pd].[Pd]. The solvent is C1COCCO1. Reaction conditions: temperature 170 celsius. Product: C1=CN=C(C=C1Cl)NC2=NC=CO2. The yield is 0.5%. Procedure: Objective: Improve yield of the desired product starting from the bromoaryl compound.  To a flask containing 2-bromo-4-chloropyridine (196 mg, 1.02 mmol), sodium phenolate (177 mg, 1.52 mmol), TRIS(DIBENZYLIDENEACETONE)DIPALLADIUM(0) (11.63 mg, 0.01 mmol) and (9,9-dimethyl-9H-xanthene-4,5-diyl)bis(diphenylphosphine) (17.64 mg, 0.03 mmol) (Xantphos), was added degassed dioxane (4 mL) and the mixture allowed to stir under nitrogen atmosphere for 5 min. To this solution was added oxazol-2-amine (94... Reactants: ClC1=CC(=NC2=C(C=CC=C12)OCC1=C(C(=CC=C1Cl)[N+](=O)[O-])Cl)C (4-chloro-8-(2,6-dichloro-3-nitrobenzyloxy)-2-methylquinoline), CN(C=O)C (N,N-dimethylformamide). Product: OC=1C=CC=C2C(=CC(=NC12)C)N(C)C (8-hydroxy-2-methyl-4-dimethylaminoquinoline). As a reaction SMILES: Cl[C:2]1[C:11]2[C:6](=[C:7]([O:12]CC3C(Cl)=CC=C([N+]([O-])=O)C=3Cl)[CH:8]=[CH:9][CH:10]=2)[N:5]=[C:4]([CH3:25])[CH:3]=1.[CH3:26][N:27](C)[CH:28]=O>>[OH:12][C:7]1[CH:8]=[CH:9][CH:10]=[C:11]2[C:6]=1[N:5]=[C:4]([CH3:25])[CH:3]=[C:2]2[N:27]([CH3:28])[CH3:26]. Procedure details: A mixture of 4-chloro-8-(2,6-dichloro-3-nitrobenzyloxy)-2-methylquinoline (200 mg) and N,N-dimethylformamide (3 ml) was heated under reflux for 18 hours. The reaction mixture was partitioned into ethyl acetate and saturated aqueous solution of sodium bicarbonate. The organic layer was washed with water, dried over magnesium sulfate and evaporated in vacuo. The residue was purified by preparative thin-layer chromatography (dichloromethane-methanol) to give 8-hydroxy-2-methyl-4-dimethylaminoquinol...